This data is from the Open Reaction Database (ORD), a public repository of structured organic reaction records. The task is: describe an organic reaction: reactants, conditions, products, and yield The reactants are O (water), C1(CCCC2=CC=CC=C12)=O (tetralone), C1(=CC=CC=C1)C (toluene), C1(=CC=C(C=C1)S(=O)(=O)O)C (p-toluenesulfonic acid), N1CCNCC1 (piperazine). Run at time 2 hour. The product is S(=O)(=O)(O)C1=CC=C(C)C=C1.N1(CCNCC1)C=1CCC2=CC=CC(=C2C1C)OC (3-piperazinyl-4-methyl-5-methoxy-1,2-dihydronaphthalene tosylate). Reaction SMILES: [C:1]1(=[O:11])C2C(=CC=CC=2)[CH2:4][CH2:3][CH2:2]1.[NH:12]1[CH2:17][CH2:16][NH:15][CH2:14][CH2:13]1.[C:18]1([CH3:28])[CH:23]=[CH:22][C:21]([S:24]([OH:27])(=[O:26])=[O:25])=[CH:20][CH:19]=1.O.[C:30]1(C)C=CC=CC=1>>[S:24]([C:21]1[CH:22]=[CH:23][C:18]([CH3:28])=[CH:19][CH:20]=1)([OH:27])(=[O:26])=[O:25].[N:12]1([C:19]2[CH2:20][CH2:21][C:22]3[C:23]([C:18]=2[CH3:28])=[C:1]([O:11][CH3:30])[CH:2]=[CH:3][CH:4]=3)[CH2:17][CH2:16][NH:15][CH2:14][CH2:13]1 |f:5.6|. Procedure: The foregoing tetralone (3.27 g; 17.3 mmol) was dissolved in 150 ml of toluene. To the solution then were added 3.04 g (34.6 mmol) of piperazine followed by 7.2 g (38.2 mmol) of p-toluenesulfonic acid. The mixture was stirred at reflux under nitrogen with constant water removal. After 2 hours, the reaction mixture was cooled to room temperature, and the volatiles were removed in vacuo to obtain 3-piperazinyl-4-methyl-5-methoxy-1,2-dihydronaphthalene tosylate as a light yellow solid.